From a dataset of the Open Reaction Database (ORD), a public repository of structured organic reaction records. describe an organic reaction: reactants, conditions, products, and yield Starting materials: C(C)(C)(C)C1=CC(=C(C=C1)C=1NC(C(N1)(C)C1=CC=C(C=C1)Cl)(C)C1=CC=C(C=C1)Cl)OC(C)C (rac-(4S*,5R*)-2-(4-tert-butyl-2-isopropoxy-phenyl)-4,5-bis-(4-chloro-phenyl)-4,5-dimethyl-4,5-dihydro-1H-imidazole), C(=O)(Cl)Cl (phosgene). Run in C(C)N(CC)CC (triethylamine). Product: C(C)(C)(C)C1=CC(=C(C=C1)C=1N(C(C(N1)(C)C1=CC=C(C=C1)Cl)(C)C1=CC=C(C=C1)Cl)C(=O)Cl)OC(C)C (rac-(4S*,5R*)-2-(4-tert-Butyl-2-isopropoxy-phenyl)-4,5-bis-(4-chloro-phenyl)-4,5-dimethyl-4,5-dihydro-imidazole-1-carbonyl chloride). Reaction SMILES: [C:1]([C:5]1[CH:10]=[CH:9][C:8]([C:11]2[NH:12][C:13]([C:25]3[CH:30]=[CH:29][C:28]([Cl:31])=[CH:27][CH:26]=3)([CH3:24])[C:14]([C:17]3[CH:22]=[CH:21][C:20]([Cl:23])=[CH:19][CH:18]=3)([CH3:16])[N:15]=2)=[C:7]([O:32][CH:33]([CH3:35])[CH3:34])[CH:6]=1)([CH3:4])([CH3:3])[CH3:2].[C:36](Cl)([Cl:38])=[O:37]>C(N(CC)CC)C>[C:1]([C:5]1[CH:10]=[CH:9][C:8]([C:11]2[N:15]([C:36]([Cl:38])=[O:37])[C:14]([C:17]3[CH:22]=[CH:21][C:20]([Cl:23])=[CH:19][CH:18]=3)([CH3:16])[C:13]([C:25]3[CH:26]=[CH:27][C:28]([Cl:31])=[CH:29][CH:30]=3)([CH3:24])[N:12]=2)=[C:7]([O:32][CH:33]([CH3:35])[CH3:34])[CH:6]=1)([CH3:2])([CH3:3])[CH3:4]. Procedure details: In a manner analogous to the method described in example 3, rac-(4S*,5R*)-2-(4-tert-butyl-2-isopropoxy-phenyl)-4,5-bis-(4-chloro-phenyl)-4,5-dimethyl-4,5-dihydro-1H-imidazole was reacted with phosgene in the presence of triethylamine to give the title compound. The reactants are CCN(C(C)C)C(C)C (DIPEA), ClC1=CC2=C(C(=N1)C(=O)O)C(=NN2C(C2=CC=CC=C2)(C2=CC=CC=C2)C2=CC=CC=C2)OC (6-chloro-3-methoxy-1-trityl-1H-pyrazolo[4,3-c]pyridine-4-carboxylic acid), C=1C=CC2=C(C1)N=NN2O (HOBT), C(C)(=O)NN (acethydrazide), C(CCl)Cl (EDC), [NH4+].[Cl-] (NH4Cl). Solvent: CN(C)C=O (DMF), CCOC(=O)C (EtOAc). Conditions: time 8 hour. The product is C(C)(=O)NNC(=O)C1=NC(=CC2=C1C(=NN2C(C2=CC=CC=C2)(C2=CC=CC=C2)C2=CC=CC=C2)OC)Cl (N′-acetyl-6-chloro-3-methoxy-1-trityl-1H-pyrazolo[4,3-c]pyridine-4-carbohydrazide). As a reaction SMILES: [Cl:1][C:2]1[N:7]=[C:6]([C:8](O)=[O:9])[C:5]2[C:11]([O:33][CH3:34])=[N:12][N:13]([C:14]([C:27]3[CH:32]=[CH:31][CH:30]=[CH:29][CH:28]=3)([C:21]3[CH:26]=[CH:25][CH:24]=[CH:23][CH:22]=3)[C:15]3[CH:20]=[CH:19][CH:18]=[CH:17][CH:16]=3)[C:4]=2[CH:3]=1.[C:35]([NH:38][NH2:39])(=[O:37])[CH3:36].C(Cl)CCl.C1C=CC2N(O)N=NC=2C=1.CCN(C(C)C)C(C)C.[NH4+].[Cl-]>CN(C=O)C.CCOC(C)=O>[C:35]([NH:38][NH:39][C:8]([C:6]1[C:5]2[C:11]([O:33][CH3:34])=[N:12][N:13]([C:14]([C:21]3[CH:22]=[CH:23][CH:24]=[CH:25][CH:26]=3)([C:15]3[CH:16]=[CH:17][CH:18]=[CH:19][CH:20]=3)[C:27]3[CH:28]=[CH:29][CH:30]=[CH:31][CH:32]=3)[C:4]=2[CH:3]=[C:2]([Cl:1])[N:7]=1)=[O:9])(=[O:37])[CH3:36] |f:5.6|. Reported procedure: 6-chloro-3-methoxy-1-trityl-1H-pyrazolo[4,3-c]pyridine-4-carboxylic acid (36B, 96 mg, 0.204 mmol), acethydrazide (22.70 mg, 0.306 mmol), EDC (58.7 mg, 0.306 mmol), and HOBT (46.9 mg, 0.306 mmol) were taken up in DMF (2043 μl). DIPEA (143 μl, 0.817 mmol) was added and the reaction mixture was allowed to stir at rt overnight. The reaction was heated to 60 C for 1 hour. Saturated NH4Cl and EtOAc were added. The products were extracted into EtOAc (2×). The combined organics were then washed with sat... Reactants: BrC1=CN=CC=2[C@@H](CCCC12)NC(C)=O ((+)-(R)—N-(4-bromo-5,6,7,8-tetrahydroisoquinolin-8-yl)acetamide), FC=1C=C(C=CC1C(F)(F)F)B(O)O (3-fluoro-4-(trifluoromethyl)phenylboronic acid). The product is FC=1C=C(C=CC1C(F)(F)F)C1=CN=CC=2[C@@H](CCCC12)NC(C)=O ((+)-(R)—N-(4-(3-Fluoro-4-(trifluoromethyl)phenyl)-5,6,7,8-tetrahydroisoquinolin-8-yl)acetamide). Yield: 83.0%. As a reaction SMILES: Br[C:2]1[C:11]2[CH2:10][CH2:9][CH2:8][C@@H:7]([NH:12][C:13](=[O:15])[CH3:14])[C:6]=2[CH:5]=[N:4][CH:3]=1.[F:16][C:17]1[CH:18]=[C:19](B(O)O)[CH:20]=[CH:21][C:22]=1[C:23]([F:26])([F:25])[F:24]>>[F:16][C:17]1[CH:18]=[C:19]([C:2]2[C:11]3[CH2:10][CH2:9][CH2:8][C@@H:7]([NH:12][C:13](=[O:15])[CH3:14])[C:6]=3[CH:5]=[N:4][CH:3]=2)[CH:20]=[CH:21][C:22]=1[C:23]([F:24])([F:25])[F:26]. Procedure: In analogy to the procedure described for the preparation of example 1, (+)-(R)—N-(4-bromo-5,6,7,8-tetrahydroisoquinolin-8-yl)acetamide (intermediate A-12) was reacted with 3-fluoro-4-(trifluoromethyl)phenylboronic acid to give the title compound as light grey solid in 83% yield. MS: 353.1 (M+H+). Starting materials: ICCCC=1C=C(C=CC1)OCC1=CC=CC=C1 (benzyl 3-(3-iodopropyl)phenyl ether), OC(CC=1NC=CN1)CO (2-(2,3-dihydroxypropyl)imidazole), [H-].[Na+] (sodium hydride). Product: C(C1=CC=CC=C1)OC=1C=C(C=CC1)CCCN1C(=NC=C1)CC(CO)O (3-{1-[3-(3-benzyloxyphenyl)propyl]-1H-imidazol-2-yl}-1,2-propanediol). Isolated yield 63.6%. RXN SMILES: I[CH2:2][CH2:3][CH2:4][C:5]1[CH:6]=[C:7]([O:11][CH2:12][C:13]2[CH:18]=[CH:17][CH:16]=[CH:15][CH:14]=2)[CH:8]=[CH:9][CH:10]=1.[OH:19][CH:20]([CH2:27][OH:28])[CH2:21][C:22]1[NH:23][CH:24]=[CH:25][N:26]=1.[H-].[Na+]>>[CH2:12]([O:11][C:7]1[CH:6]=[C:5]([CH2:4][CH2:3][CH2:2][N:23]2[CH:24]=[CH:25][N:26]=[C:22]2[CH2:21][CH:20]([OH:19])[CH2:27][OH:28])[CH:10]=[CH:9][CH:8]=1)[C:13]1[CH:18]=[CH:17][CH:16]=[CH:15][CH:14]=1 |f:2.3|. Reported procedure: Using benzyl 3-(3-iodopropyl)phenyl ether (1.98 g), 2-(2,3-dihydroxypropyl)imidazole (1.0 g) and 65% oily sodium hydride (0.259 g), the same reaction as Reference Example 11-(iv) was carried out to yield the titled compound (1.31 g) as a colorless oily substance. Starting materials: NC1=C(C=C(C(=O)CCC(=O)O)C=C1)OCC1=CC=CC=C1 (3-(4-Amino-3-benzyloxybenzoyl)propionic acid), N(=O)[O-].[Na+] (sodium nitrite), resultant solution, cuprous cyanide, [C-]#N.[K+] (potassium cyanide). Solvent: Cl (hydrochloric acid). The product is C(C1=CC=CC=C1)OC=1C=C(C(=O)CCC(=O)O)C=CC1C#N (3-(3-benzyloxy-4-cyanobenzoyl)propionic acid). As a reaction SMILES: N[C:2]1[CH:14]=[CH:13][C:5]([C:6]([CH2:8][CH2:9][C:10]([OH:12])=[O:11])=[O:7])=[CH:4][C:3]=1[O:15][CH2:16][C:17]1[CH:22]=[CH:21][CH:20]=[CH:19][CH:18]=1.N([O-])=O.[Na+].[C-:27]#[N:28].[K+]>Cl>[CH2:16]([O:15][C:3]1[CH:4]=[C:5]([CH:13]=[CH:14][C:2]=1[C:27]#[N:28])[C:6]([CH2:8][CH2:9][C:10]([OH:12])=[O:11])=[O:7])[C:17]1[CH:22]=[CH:21][CH:20]=[CH:19][CH:18]=1 |f:1.2,3.4|. Reported procedure: 3-(4-Amino-3-benzyloxybenzoyl)propionic acid was diazotised in aqueous hydrochloric acid with sodium nitrite and the resultant solution was treated with cuprous cyanide in aqueous potassium cyanide solution to give 3-(3-benzyloxy-4-cyanobenzoyl)propionic acid. The product is O1CCC(C2=CC=CC=C12)=CC#N (2-(3,4-Dihydro-2H-4-chromenylidene)acetonitrile). Run at temperature 0 celsius, time 10 minute. Reported procedure: Diethyl cyanomethylphosphonate (1.15 eq.) is slowly added to a suspension of sodium hydride (1.15 eq.) in anhydrous tetrahydrofuran at 0° C. The reaction medium is stirred for 10 minutes at 0° C. and then cooled to −78° C. 4-Chromanone dissolved in tetrahydrofuran is added. The temperature is then returned slowly to 20-25° C. over 2 hours 30. After removal of the solvent, the compounds are extracted with ethyl acetate. The organic phase is washed with a large amount of a saturated solution of so... Run in O1CCCC1 (tetrahydrofuran), O1CCCC1 (tetrahydrofuran). The reactants are C(#N)CP(OCC)(OCC)=O (Diethyl cyanomethylphosphonate), [H-].[Na+] (sodium hydride), O1CCC(C2=CC=CC=C12)=O (4-Chromanone). As a reaction SMILES: [C:1]([CH2:3]P(=O)(OCC)OCC)#[N:2].[H-].[Na+].[O:14]1[C:23]2[C:18](=[CH:19][CH:20]=[CH:21][CH:22]=2)[C:17](=O)[CH2:16][CH2:15]1>O1CCCC1>[O:14]1[C:23]2[C:18](=[CH:19][CH:20]=[CH:21][CH:22]=2)[C:17](=[CH:3][C:1]#[N:2])[CH2:16][CH2:15]1 |f:1.2|. Reactants: Cn1[nH]c(Br)cc1=O, C[Si](C)(C)[N-][Si](C)(C)C, O=S(=O)(F)C(F)(F)C(F)(F)C(F)(F)C(F)(F)F, [Na+], C1CCOC1, O. Reaction SMILES: [CH3:11][n:12]1[nH:13][c:14]([Br:18])[cH:15][c:16]1=[O:17].[CH3:1][Si:2]([N-:3][Si:4]([CH3:5])([CH3:6])[CH3:7])([CH3:8])[CH3:9].[F:19][C:20]([C:21]([C:22]([S:23](=[O:24])(=[O:25])[F:26])([F:27])[F:28])([F:29])[F:30])([C:31]([F:32])([F:33])[F:34])[F:35].[Na+:10].[O:36]1[CH2:37][CH2:38][CH2:39][CH2:40]1.[OH2:41]>>[CH3:11][n:12]1[n:13][c:14]([Br:18])[cH:15][c:16]1[O:17][S:23]([C:22]([C:21]([C:20]([F:19])([C:31]([F:32])([F:33])[F:34])[F:35])([F:29])[F:30])([F:27])[F:28])(=[O:24])=[O:25]. Product: Cn1nc(Br)cc1OS(=O)(=O)C(F)(F)C(F)(F)C(F)(F)C(F)(F)F.